This data is from the Open Reaction Database (ORD), a public repository of structured organic reaction records. The task is: describe an organic reaction: reactants, conditions, products, and yield Reactants: ClC1=C(C=CC=C1)OCOC (1-Chloro-2-methoxymethoxybenzene), C(CCC)[Li] (n-butyl lithium), COCC(=O)C1=CC=CC=C1 (2-methoxyacetophenone), O (water). Run in CCCCCC (hexane), O1CCCC1 (tetrahydrofuran), CCOCC (ether). The product is ClC=1C(=C(C=CC1)C(C)(O)C1=C(C=CC=C1)OC)OCOC (1-(3-Chloro-2-methoxymethoxyphenyl)-1-(2-methoxyphenyl)ethanol). As a reaction SMILES: [Cl:1][C:2]1[CH:7]=[CH:6][CH:5]=[CH:4][C:3]=1[O:8][CH2:9][O:10][CH3:11].[CH2:12]([Li])[CH2:13][CH2:14][CH3:15].[CH3:17][O:18][CH2:19][C:20]([C:22]1C=CC=C[CH:23]=1)=O.[OH2:28]>CCCCCC.O1CCCC1.CCOCC>[Cl:1][C:2]1[C:3]([O:8][CH2:9][O:10][CH3:11])=[C:4]([C:14]([C:13]2[CH:12]=[CH:23][CH:22]=[CH:20][C:19]=2[O:18][CH3:17])([OH:28])[CH3:15])[CH:5]=[CH:6][CH:7]=1. Reported procedure: 1-Chloro-2-methoxymethoxybenzene (20.0 g) was combined with 72.5 ml of 1.6 M n-butyl lithium in hexane at 0° C. with stirring and allowed to react for 4 hours. A solution of 16.0 ml of 2-methoxyacetophenone in 20 ml of tetrahydrofuran was then added with stirring. After a short reaction period, water and ether were added and the ether layer was dried over magnesium sulfate, filtered, and concentrated by evaporation under reduced pressure to obtain an oil. This was purified by liquid chromatograp... Starting materials: C1(CC1)NC(=O)C1=CC=CC=2SC(=CC21)C2=NC(=NC=C2Cl)NCCCN2C(CNCC2)C(C)C (racemic 2-{5-chloro-2-[3-(2-isopropyl-piperazin-1-yl)-propylamino]-pyrimidin-4-yl}-benzo[b]thiophene-4-carboxylic acid cyclopropylamide), Cl.Cl.ClC=1C(=NC(=NC1)NCCC1CCN(CC1)C)C1=CC2=C(S1)C=CC=C2C(=O)N (2-{5-chloro-2-[2-(1-methylpiperidin-4-yl)-ethylamino]-pyrimidin-4-yl}-benzo[b]thiophene-4-carboxylic acid amide di-hydrochloride). Yields the product Cl.Cl.Cl.C1(CC1)NC(=O)C1=CC=CC=2SC(=CC21)C2=NC(=NC=C2Cl)NCCCN2C(CN(CC2)C)C(C)C (Racemic 2-{5-Chloro-2-[3-(2-isopropyl-4-methylpiperazin-1-yl)-propylamino]-pyrimidin-4-yl}-benzo[b]thiophene-4-carboxylic acid cyclopropylamide tri-hydrochloride). Reaction SMILES: [ClH:1].Cl.[Cl:3][C:4]1C(C2SC3C=CC=C(C(N)=O)C=3C=2)=NC(NCCC2CCN(C)CC2)=NC=1.[CH:32]1([NH:35][C:36]([C:38]2[C:46]3[CH:45]=[C:44]([C:47]4[C:52]([Cl:53])=[CH:51][N:50]=[C:49]([NH:54][CH2:55][CH2:56][CH2:57][N:58]5[CH2:63][CH2:62][NH:61][CH2:60][CH:59]5[CH:64]([CH3:66])[CH3:65])[N:48]=4)[S:43][C:42]=3[CH:41]=[CH:40][CH:39]=2)=[O:37])[CH2:34][CH2:33]1>>[ClH:3].[ClH:53].[ClH:1].[CH:32]1([NH:35][C:36]([C:38]2[C:46]3[CH:45]=[C:44]([C:47]4[C:52]([Cl:53])=[CH:51][N:50]=[C:49]([NH:54][CH2:55][CH2:56][CH2:57][N:58]5[CH2:63][CH2:62][N:61]([CH3:4])[CH2:60][CH:59]5[CH:64]([CH3:66])[CH3:65])[N:48]=4)[S:43][C:42]=3[CH:41]=[CH:40][CH:39]=2)=[O:37])[CH2:33][CH2:34]1 |f:0.1.2,4.5.6.7|. Procedure: Using the method of 2-{5-chloro-2-[2-(1-methylpiperidin-4-yl)-ethylamino]-pyrimidin-4-yl}-benzo[b]thiophene-4-carboxylic acid amide di-hydrochloride, the title compound is synthesized from racemic 2-{5-chloro-2-[3-(2-isopropyl-piperazin-1-yl)-propylamino]-pyrimidin-4-yl}-benzo[b]thiophene-4-carboxylic acid cyclopropylamide and isolated as a yellow solid. ES+(m/z) 527 (35Cl) and 529 (37Cl) [M(free base)+H]. The reactants are C(=O)(O)[O-].[Na+] (NaHCO3), BrC=1C=CC(=C(C1)CO)I ((5-Bromo-2-iodo-phenyl)-m-ethanol), P(Br)(Br)Br (PBr3), C(Cl)Cl (CH2Cl2), C(=O)(O)[O-].[Na+] (NaHCO3). Run in CCl (CH3Cl). Run at time 20 minute. Yields the product BrC1=CC(=C(C=C1)I)CBr (4-bromo-2-bromomethyl-1-iodo-benzene). The yield is 52.0%. As a reaction SMILES: [Br:1][C:2]1[CH:3]=[CH:4][C:5]([I:10])=[C:6]([CH2:8]O)[CH:7]=1.P(Br)(Br)[Br:12].C(Cl)Cl.C([O-])(O)=O.[Na+]>CCl>[Br:1][C:2]1[CH:3]=[CH:4][C:5]([I:10])=[C:6]([CH2:8][Br:12])[CH:7]=1 |f:3.4|. Procedure details: To a stirred mixture of (5-Bromo-2-iodo-phenyl)-m-ethanol (9.14 g, 29.2 mmol) in CH3Cl (150 mL) under argon was added 1M PBr3 in CH2Cl2 (35.0 mL, 35.0 mmol). The reaction mixture was stirred at room temperature for 20 min and then poured into a mixture of ice and saturated NaHCO3 solution (300 mL). The pH was adjusted to basic by addition of solid NaHCO3. This aqueous layer was extracted with EtOAc (1×600 mL, 2×400 mL). The combined EtOAc extracts were washed with brine (1×100 mL). The organic l...